Dataset: the Open Reaction Database (ORD), a public repository of structured organic reaction records. Task: describe an organic reaction: reactants, conditions, products, and yield Starting materials: ( B ), C[C@@H]1NCCNC1 ((S)-2-methylpiperazine), ClC=1C=CC(=C(C(=O)NC2=C(C=CC(=C2)C(=O)NC2CC2)C)C1)[N+](=O)[O-] (5-chloro-N-{5-[(cyclopropylamino)carbonyl]-2-methylphenyl}-2-nitrobenzamide). The product is C1(CC1)NC(=O)C=1C=CC(=C(C1)NC(C1=C(C=CC(=C1)N1C[C@@H](NCC1)C)[N+](=O)[O-])=O)C (N-{5-[(cyclopropylamino)carbonyl]-2-methylphenyl}-5-[(3S)-3-methylpiperazine-1-yl)-2-nitrobenzamide). RXN SMILES: [CH3:1][C@H:2]1[CH2:7][NH:6][CH2:5][CH2:4][NH:3]1.Cl[C:9]1[CH:10]=[CH:11][C:12]([N+:31]([O-:33])=[O:32])=[C:13]([CH:30]=1)[C:14]([NH:16][C:17]1[CH:22]=[C:21]([C:23]([NH:25][CH:26]2[CH2:28][CH2:27]2)=[O:24])[CH:20]=[CH:19][C:18]=1[CH3:29])=[O:15]>>[CH:26]1([NH:25][C:23]([C:21]2[CH:20]=[CH:19][C:18]([CH3:29])=[C:17]([NH:16][C:14](=[O:15])[C:13]3[CH:30]=[C:9]([N:6]4[CH2:5][CH2:4][NH:3][C@@H:2]([CH3:1])[CH2:7]4)[CH:10]=[CH:11][C:12]=3[N+:31]([O-:33])=[O:32])[CH:22]=2)=[O:24])[CH2:28][CH2:27]1. Procedure: Using an analogous procedure to that described paragraph (B) in the portion of Example 1 which is concerned with the preparation of starting material (S)-2-methylpiperazine was reacted with 5-chloro-N-{5-[(cyclopropylamino)carbonyl]-2-methylphenyl}-2-nitrobenzamide to give N-{5-[(cyclopropylamino)carbonyl]-2-methylphenyl}-5-[(3S)-3-methylpiperazine-1-yl)-2-nitrobenzamide; NMR Spectrum: (DMSOd6) 0.56 (m, 2H), 0.67 (m, 2H), 1.05 (d, 3H), 2.29 (s, 3H), 2.53 (m, 2H), 2.79 (m, 4H), 3.00 (d, 1H), 3.93... The reactants are CCCCCCCCCCCCc1ccc(C=O)s1, Cl, [K+], O=[Mn](=O)(=O)[O-], [Na+], [OH-], O. Product: CCCCCCCCCCCCc1ccc(C(=O)O)s1. Reaction SMILES: [CH2:1]([CH2:2][CH2:3][CH2:4][CH2:5][CH2:6][CH2:7][CH2:8][CH2:9][CH2:10][CH2:11][CH3:12])[c:13]1[cH:14][cH:15][c:16]([CH:18]=[O:19])[s:17]1.[ClH:28].[K+:27].[Mn:22](=[O:23])([O-:24])(=[O:25])=[O:26].[Na+:21].[OH-:20].[OH2:29]>>[CH2:1]([CH2:2][CH2:3][CH2:4][CH2:5][CH2:6][CH2:7][CH2:8][CH2:9][CH2:10][CH2:11][CH3:12])[c:13]1[cH:14][cH:15][c:16]([C:18](=[O:19])[OH:23])[s:17]1. Reactants: Cl (hydrochloride), ClCCCC1C(COC2=C(S1)C=C(C=C2)OC)O (4-(3-chloropropyl)-7-methoxy-3,4-dihydro-2H-1,5-benzoxathiepin-3-ol), C1(=CC=CC=C1)N1CCNCC1 (N-phenylpiperazine), [I-].[K+] (potassium iodide), C([O-])([O-])=O.[K+].[K+] (potassium carbonate). Solvent: O (Water), CN(C=O)C (N,N-dimethylformamide). Conditions: temperature 80 celsius, time 8 hour. Yields the product Cl.Cl.COC=1C=CC2=C(S[C@@H]([C@@H](CO2)O)CCCN2CCN(CC2)C2=CC=CC=C2)C1 (cis 7-methoxy-4-[3(4-phenylpiperazin-1-yl)propyl]-3,4-dihydro-2H-1,5-benzoxathiepin-3-ol dihydrochloride). Reaction SMILES: [Cl:1][CH2:2][CH2:3][CH2:4][CH:5]1[S:11][C:10]2[CH:12]=[C:13]([O:16][CH3:17])[CH:14]=[CH:15][C:9]=2[O:8][CH2:7][CH:6]1[OH:18].[C:19]1([N:25]2[CH2:30][CH2:29][NH:28][CH2:27][CH2:26]2)[CH:24]=[CH:23][CH:22]=[CH:21][CH:20]=1.[I-].[K+].C(=O)([O-])[O-].[K+].[K+].[ClH:39]>O.CN(C)C=O>[ClH:1].[ClH:39].[CH3:17][O:16][C:13]1[CH:14]=[CH:15][C:9]2[O:8][CH2:7][C@@H:6]([OH:18])[C@@H:5]([CH2:4][CH2:3][CH2:2][N:28]3[CH2:29][CH2:30][N:25]([C:19]4[CH:24]=[CH:23][CH:22]=[CH:21][CH:20]=4)[CH2:26][CH2:27]3)[S:11][C:10]=2[CH:12]=1 |f:2.3,4.5.6,10.11.12|. Procedure details: A mixture of 4-(3-chloropropyl)-7-methoxy-3,4-dihydro-2H-1,5-benzoxathiepin-3-ol (500 mg), N-phenylpiperazine (500 mg), potassium iodide (50 mg), potassium carbonate (400 mg) and N,N-dimethylformamide (10 ml) was stirred at 80° C for 8 hours. Water was added to the reaction mixture and the mixture was extracted with ethyl acetate. The organic layer was washed with water and dried over anhydrous sodium sulfate. The solvent was evaporated under reduced pressure. The residue was purified by silica ... The reactants are C(C)(C)(C)OC(N[C@@H]1[C@H]([C@H]([C@@H](C1)N1C2=NC(=NC(=C2N=C1)NCC(C1=CC=CC=C1)C1=CC=CC=C1)C(NCCNC(=O)NC1CCN(CC1)C(NC1CCN(CC1)C1=NC=CC=C1)=O)=O)O)O)=O ({(1S,2R,3S,4R)-4-[6-(2,2-diphenyl-ethylamino)-2-(2-{3-[1-(3,4,5,6-tetrahydro-2H-[1,2′]bipyridinyl-4-ylcarbamoyl)-piperidin-4-yl]-ureido}-ethylcarbamoyl)-purin-9-yl]-2,3-dihydroxy-cyclopentyl}-carbamic acid tert-butyl ester), Cl (HCl). The solvent is CO (MeOH), O1CCOCC1 (dioxane). Reaction conditions: time 1 hour. Product: Cl.Cl.N1(CCC(CC1)NC(=O)N1CCC(CC1)NC(NCCNC(=O)C1=NC(=C2N=CN(C2=N1)[C@H]1[C@@H]([C@@H]([C@H](C1)N)O)O)NCC(C1=CC=CC=C1)C1=CC=CC=C1)=O)C1=NC=CC=C1 (9-((1R,2S,3R,4S)-4-Amino-2,3-dihydroxy-cyclopentyl)-6-(2,2-diphenyl-ethylamino)-9H-purine-2-carboxylic acid (2-{3-[1-(3,4,5,6-tetrahydro-2H-[1,2′]bipyridinyl-4-ylcarbamoyl)-piperidin-4-yl]-ureido}-ethyl)-amide dihydrochloride). As a reaction SMILES: C(OC(=O)[NH:7][C@H:8]1[CH2:12][C@@H:11]([N:13]2[CH:21]=[N:20][C:19]3[C:14]2=[N:15][C:16]([C:37](=[O:66])[NH:38][CH2:39][CH2:40][NH:41][C:42]([NH:44][CH:45]2[CH2:50][CH2:49][N:48]([C:51](=[O:65])[NH:52][CH:53]4[CH2:58][CH2:57][N:56]([C:59]5[CH:64]=[CH:63][CH:62]=[CH:61][N:60]=5)[CH2:55][CH2:54]4)[CH2:47][CH2:46]2)=[O:43])=[N:17][C:18]=3[NH:22][CH2:23][CH:24]([C:31]2[CH:36]=[CH:35][CH:34]=[CH:33][CH:32]=2)[C:25]2[CH:30]=[CH:29][CH:28]=[CH:27][CH:26]=2)[C@H:10]([OH:67])[C@@H:9]1[OH:68])(C)(C)C.[ClH:70]>CO.O1CCOCC1>[ClH:70].[ClH:70].[N:56]1([C:59]2[CH:64]=[CH:63][CH:62]=[CH:61][N:60]=2)[CH2:57][CH2:58][CH:53]([NH:52][C:51]([N:48]2[CH2:47][CH2:46][CH:45]([NH:44][C:42](=[O:43])[NH:41][CH2:40][CH2:39][NH:38][C:37]([C:16]3[N:15]=[C:14]4[C:19]([N:20]=[CH:21][N:13]4[C@@H:11]4[CH2:12][C@H:8]([NH2:7])[C@@H:9]([OH:68])[C@H:10]4[OH:67])=[C:18]([NH:22][CH2:23][CH:24]([C:31]4[CH:36]=[CH:35][CH:34]=[CH:33][CH:32]=4)[C:25]4[CH:26]=[CH:27][CH:28]=[CH:29][CH:30]=4)[N:17]=3)=[O:66])[CH2:50][CH2:49]2)=[O:65])[CH2:54][CH2:55]1 |f:4.5.6|. Reported procedure: A solution of {(1S,2R,3S,4R)-4-[6-(2,2-diphenyl-ethylamino)-2-(2-{3-[1-(3,4,5,6-tetrahydro-2H-[1,2′]bipyridinyl-4-ylcarbamoyl)-piperidin-4-yl]-ureido}-ethylcarbamoyl)-purin-9-yl]-2,3-dihydroxy-cyclopentyl}-carbamic acid tert-butyl ester (76.7 mg, 81 μmol) in MeOH (0.5 ml) is treated with 4M HCl in dioxane (0.5 ml). After stirring at room temperature for 1 hour, the solvent is removed in vacuo to afford the title compound which is used crude in the next step.